This data is from the Open Reaction Database (ORD), a public repository of structured organic reaction records. The task is: describe an organic reaction: reactants, conditions, products, and yield Starting materials: CN(CCN(C1=CC=C(C=C1)B1OC(C(O1)(C)C)(C)C)C)C (N,N,N′-trimethyl-N′-(4-(4,4,5,5-tetramethyl-1,3,2-dioxaborolan-2-yl)phenyl)ethane-1,2-diamine), IC1=CC=C(C=C1)N1C[C@@H](CC1)N(C)C ((R)-1-(4-iodophenyl)-N,N-dimethylpyrrolidin-3-amine). Yields the product CN([C@H]1CN(CC1)C1=CC=C(C=C1)B1OC(C(O1)(C)C)(C)C)C ((R)—N,N-dimethyl-1-(4-(4,4,5,5-tetramethyl-1,3,2-dioxaborolan-2-yl)phenyl)pyrrolidin-3-amine). As a reaction SMILES: [CH3:1][N:2]([CH3:22])[CH2:3][CH2:4][N:5]([CH3:21])[C:6]1[CH:11]=[CH:10][C:9]([B:12]2[O:16][C:15]([CH3:18])([CH3:17])[C:14]([CH3:20])([CH3:19])[O:13]2)=[CH:8][CH:7]=1.I[C:24]1C=CC(N2CC[C@@H](N(C)C)C2)=CC=1>>[CH3:1][N:2]([CH3:22])[C@@H:3]1[CH2:24][CH2:21][N:5]([C:6]2[CH:7]=[CH:8][C:9]([B:12]3[O:16][C:15]([CH3:17])([CH3:18])[C:14]([CH3:20])([CH3:19])[O:13]3)=[CH:10][CH:11]=2)[CH2:4]1. Procedure details: The title compound was synthesized according to the synthesis of N,N,N′-trimethyl-N′-(4-(4,4,5,5-tetramethyl-1,3,2-dioxaborolan-2-yl)phenyl)ethane-1,2-diamine, substituting (R)-1-(4-iodophenyl)-N,N-dimethylpyrrolidin-3-amine (300 mg, 0.95 mmol). The title compound was purified by silica gel chromatography (MeOH/CH2Cl2, 2:98 to 12:88) as a yellow solid (95 mg, 32%). 1H NMR (400 MHz, MeOD) δ 7.58 (d, J=7.6 Hz, 2H), 6.52 (d, J=7.8 Hz, 2H), 3.55-3.51 (m, 1H), 3.48-3.43 (m, 1H), 3.32-3.26 (m, 1H), 3....